Dataset: the Open Reaction Database (ORD), a public repository of structured organic reaction records. Task: describe an organic reaction: reactants, conditions, products, and yield Reactants: CC(=O)C (acetone), solution, C(CCC)[Li] (n-butyl lithium), ClC1=NC(=C2N=CN(C2=N1)C)N1CCOCC1 (4-(2-Chloro-9-methyl-9H-purin-6-yl)morpholine). Solvent: C1CCOC1 (THF). Run at temperature 0 celsius. Product: ClC1=NC(=C2N=C(N(C2=N1)C)C(C)(C)O)N1CCOCC1 (2-(2-chloro-9-methyl-6-morpholino-9H-purin-8-yl)propan-2-ol). As a reaction SMILES: [Cl:1][C:2]1[N:10]=[C:9]2[C:5]([N:6]=[CH:7][N:8]2[CH3:11])=[C:4]([N:12]2[CH2:17][CH2:16][O:15][CH2:14][CH2:13]2)[N:3]=1.C([Li])CCC.[CH3:23][C:24]([CH3:26])=[O:25]>C1COCC1>[Cl:1][C:2]1[N:10]=[C:9]2[C:5]([N:6]=[C:7]([C:24]([OH:25])([CH3:26])[CH3:23])[N:8]2[CH3:11])=[C:4]([N:12]2[CH2:17][CH2:16][O:15][CH2:14][CH2:13]2)[N:3]=1. Reported procedure: 4-(2-Chloro-9-methyl-9H-purin-6-yl)morpholine (233 mg) was cooled in 5 mL of anhydrous THF to −78° C. before adding 2 eq of a 2.5 M solution of n-butyl lithium. The reaction was stirred for 1 hour at −78° C. upon which 3 eq of acetone were added. The reaction was subsequently warmed to 0° C. after 30 minutes. The reaction was quenched with water and extracted with ethyl acetate. The organic layer was concentrated to give crude 2-(2-chloro-9-methyl-6-morpholino-9H-purin-8-yl)propan-2-ol (95 mg). Starting materials: CC(C)(C)OC(=O)Nc1ccc(C(F)(F)F)cc1C(=O)NCC(=O)NC1CCNC1, [BH3-]C#N, CC(=O)O, CO, O=Cc1ccc(Cl)c([N+](=O)[O-])c1, [Na+]. The product is CC(C)(C)OC(=O)Nc1ccc(C(F)(F)F)cc1C(=O)NCC(=O)NC1CCN(Cc2ccc(Cl)c([N+](=O)[O-])c2)C1. As a reaction SMILES: [C:1]([CH3:2])([CH3:3])([CH3:4])[O:5][C:6](=[O:7])[NH:8][c:9]1[c:10]([C:11](=[O:12])[NH:13][CH2:14][C:15](=[O:16])[NH:17][CH:18]2[CH2:19][NH:20][CH2:21][CH2:22]2)[cH:23][c:24]([C:27]([F:28])([F:29])[F:30])[cH:25][cH:26]1.[C:47]([BH3-:48])#[N:49].[CH3:43][C:44](=[O:45])[OH:46].[CH3:51][OH:52].[Cl:31][c:32]1[c:33]([N+:40](=[O:41])[O-:42])[cH:34][c:35]([CH:36]=[O:37])[cH:38][cH:39]1.[Na+:50]>>[C:1]([CH3:2])([CH3:3])([CH3:4])[O:5][C:6](=[O:7])[NH:8][c:9]1[c:10]([C:11](=[O:12])[NH:13][CH2:14][C:15](=[O:16])[NH:17][CH:18]2[CH2:19][N:20]([CH2:36][c:35]3[cH:34][c:33]([N+:40](=[O:41])[O-:42])[c:32]([Cl:31])[cH:39][cH:38]3)[CH2:21][CH2:22]2)[cH:23][c:24]([C:27]([F:28])([F:29])[F:30])[cH:25][cH:26]1. Reactants: C(C=C)N1C[C@@H]([C@H](C1)C1=CSC=C1)CO (1-(Prop-2-enyl)-3-(R)-(hydroxymethyl)-4-(S)-(3-thienyl) pyrrolidine), C(C)(C)N(C(C)C)CC (N,N-diisopropylethylamine), [Si](C)(C)(C(C)(C)C)Cl (t-butyldimethylsilyl chloride). Solvent: C(Cl)Cl (CH2Cl2). Reaction conditions: time 20 hour. The product is C(C=C)N1C[C@@H]([C@H](C1)C1=CSC=C1)CO[Si](C)(C)C(C)(C)C (1-(Prop-2-enyl)-3-(R)-(t-butyldimethylsilyloxymethyl)-4-(S)-(3-thienyl)pyrrolidine). The yield is 77.3%. RXN SMILES: [CH2:1]([N:4]1[CH2:8][C@H:7]([C:9]2[CH:13]=[CH:12][S:11][CH:10]=2)[C@@H:6]([CH2:14][OH:15])[CH2:5]1)[CH:2]=[CH2:3].C(N(CC)C(C)C)(C)C.[Si:25](Cl)([C:28]([CH3:31])([CH3:30])[CH3:29])([CH3:27])[CH3:26]>C(Cl)Cl>[CH2:1]([N:4]1[CH2:8][C@H:7]([C:9]2[CH:13]=[CH:12][S:11][CH:10]=2)[C@@H:6]([CH2:14][O:15][Si:25]([C:28]([CH3:31])([CH3:30])[CH3:29])([CH3:27])[CH3:26])[CH2:5]1)[CH:2]=[CH2:3]. Reported procedure: A solution of 1.06 g (4.75 mmol) of 1-(prop-2-enyl)-(3-(R)-(hydroxymethyl))-4-(S)-(3-thienyl)pyrrolidine (from Step A) in 12.0 mL of CH2Cl2 at 0° C. was treated with 0.99 mL (5.7 mmol) of N,N-diisopropylethylamine and 855 mg (5.6 mmol) of t-butyldimethylsilyl chloride. After warming to rt and stirring for 20 h, the solution was partitioned between 100 mL of ether and 100 mL of H2O. After separating the phases, the aqueous layer was extracted with 100 mL of ether. The combined organic phases were... Starting materials: N[C@@H](C)C(=O)N1[C@@H](CC2CCCCC12)C(=O)O (1 -[(S)-alanyl ]octahydroindole-2(S)-carboxylic acid), C(C(=O)C)(=O)O (pyruvic acid), C(#N)[BH3-].[Na+] (sodium cyanoborohydride). The product is C(=O)(O)C(C)N[C@@H](C)C(=O)N1[C@@H](CC2CCCCC12)C(=O)O (1-[N-(1-Carboxyethyl)-(S)-alanyl]octahydroindole-2(S)-carboxylic acid). As a reaction SMILES: [NH2:1][C@H:2]([C:4]([N:6]1[CH:14]2[CH:9]([CH2:10][CH2:11][CH2:12][CH2:13]2)[CH2:8][C@H:7]1[C:15]([OH:17])=[O:16])=[O:5])[CH3:3].[C:18]([OH:23])(=[O:22])[C:19]([CH3:21])=O.C([BH3-])#N.[Na+]>>[C:18]([CH:19]([NH:1][C@H:2]([C:4]([N:6]1[CH:14]2[CH:9]([CH2:10][CH2:11][CH2:12][CH2:13]2)[CH2:8][C@H:7]1[C:15]([OH:17])=[O:16])=[O:5])[CH3:3])[CH3:21])([OH:23])=[O:22] |f:2.3|. Procedure: As described in Example 5, react 1 -[(S)-alanyl ]octahydroindole-2(S)-carboxylic acid (prepared as described in Example 1) and pyruvic acid with sodium cyanoborohydride to obtain the title compound. The reactants are C(C1=CC=CC=C1)OC(=O)N1CCC(CC1)CN1CCC(CC1)NC(=O)OC(C)(C)C (1-(1-benzyloxycarbonyl-4-piperidinylmethyl)-4-(t-butoxycarbonylamino)piperidine). The reagents and catalysts are [Pd] (palladium-on-carbon). Solvent: C(C)O (ethanol). Product: C(C)(C)(C)OC(=O)NC1CCN(CC1)CC1CCNCC1 (4-(t-butoxycarbonylamino)-1-(4-piperidinylmethyl)piperidine). Yield: 107.0%. Reaction SMILES: C(OC([N:11]1[CH2:16][CH2:15][CH:14]([CH2:17][N:18]2[CH2:23][CH2:22][CH:21]([NH:24][C:25]([O:27][C:28]([CH3:31])([CH3:30])[CH3:29])=[O:26])[CH2:20][CH2:19]2)[CH2:13][CH2:12]1)=O)C1C=CC=CC=1>C(O)C.[Pd]>[C:28]([O:27][C:25]([NH:24][CH:21]1[CH2:20][CH2:19][N:18]([CH2:17][CH:14]2[CH2:13][CH2:12][NH:11][CH2:16][CH2:15]2)[CH2:23][CH2:22]1)=[O:26])([CH3:31])([CH3:29])[CH3:30]. Procedure details: To a solution of 1-(1-benzyloxycarbonyl-4-piperidinylmethyl)-4-(t-butoxycarbonylamino)piperidine (5.6 g) in ethanol (100 ml) is added 5% palladium-on-carbon (0.6 g), and the mixture is hydrogenated at 30° C. under atmospheric pressure. After a theoretical amount of hydrogen is consumed, the catalyst is removed by filtration, and the ethanol in the filtrate is evaporated under reduced pressure to give crude 4-(t-butoxycarbonylamino)-1-(4-piperidinylmethyl)piperidine (4.13 g). The reactants are CS(C)=O, COC1(C(=O)Cc2ccc(F)cc2)CC1, [H-], [Na+], O. Yields the product COC1(C2(Cc3ccc(F)cc3)CO2)CC1. As a reaction SMILES: [CH3:19][S:20](=[O:21])[CH3:22].[CH3:3][O:4][C:5]1([C:8](=[O:9])[CH2:10][c:11]2[cH:12][cH:13][c:14]([F:17])[cH:15][cH:16]2)[CH2:6][CH2:7]1.[H-:1].[Na+:2].[OH2:18]>>[CH3:3][O:4][C:5]1([C:8]2([CH2:10][c:11]3[cH:12][cH:13][c:14]([F:17])[cH:15][cH:16]3)[O:9][CH2:19]2)[CH2:6][CH2:7]1.